From a dataset of the Open Reaction Database (ORD), a public repository of structured organic reaction records. describe an organic reaction: reactants, conditions, products, and yield Reactants: [Cl-].[Cl-].[Cl-].[Al+3] (aluminum trichloride), FC1=C(C=CC=C1)NC(C=CC1=CC=CC=C1)=O (N-(2-Fluorophenyl)cinnamamide), ice. The solvent is ClC1=CC=CC=C1 (chlorobenzene). Product: FC=1C=CC=C2C=CC(NC12)=O (8-fluoroquinolin-2(1H)-one). RXN SMILES: [F:1][C:2]1[CH:7]=[CH:6][CH:5]=[CH:4][C:3]=1[NH:8][C:9](=[O:18])[CH:10]=[CH:11]C1C=CC=CC=1.[Cl-].[Cl-].[Cl-].[Al+3]>ClC1C=CC=CC=1>[F:1][C:2]1[CH:7]=[CH:6][CH:5]=[C:4]2[C:3]=1[NH:8][C:9](=[O:18])[CH:10]=[CH:11]2 |f:1.2.3.4|. Reported procedure: N-(2-Fluorophenyl)cinnamamide (10.5 g, 44 mmol) was dissolved in chlorobenzene (60 mL) and aluminum trichloride (29 g, 218 mmol, 5 eq) was added. The reaction was heated to 125 C for 3 h and then cooled to rt over 45 minutes. The reaction was poured onto 300 g of ice with stirring, producing a tan solid. The solid was filtered and washed with 100 mL of water and 3×100 mL of hexanes and dried under high vacuum. The solid was extracted with 1 L of DCM and filtered to remove insoluble byproducts. T...